Dataset: the Open Reaction Database (ORD), a public repository of structured organic reaction records. Task: describe an organic reaction: reactants, conditions, products, and yield Reactants: FC(C1=CC=C2C(=CNC2=C1)CC(=O)N)(F)F ((6-(trifluoromethyl)indol-3-yl)acetamide), COC(C(=O)C1=CN2CCC(C3=CC=CC1=C23)(C)C)=O ((6,6-dimethyl-5,6-dihydro-4H-pyrrolo[3,2,1-ij]quinolin-1-yl)oxoacetic acid methyl ester). Yields the product CC1(CCN2C3=C(C=CC=C13)C(=C2)C=2C(NC(C2C2=CNC1=CC(=CC=C21)C(F)(F)F)=O)=O)C (3-(6,6-dimethyl-5,6-dihydro-4H-pyrrolo[3,2,1-ij]quinolin-1-yl)-4-(6-trifluoromethyl-1H-indol-3-yl)pyrrole-2,5-dione). As a reaction SMILES: [F:1][C:2]([F:17])([F:16])[C:3]1[CH:11]=[C:10]2[C:6]([C:7]([CH2:12][C:13]([NH2:15])=[O:14])=[CH:8][NH:9]2)=[CH:5][CH:4]=1.C[O:19][C:20](=O)[C:21]([C:23]1[C:33]2=[C:34]3[C:29](=[CH:30][CH:31]=[CH:32]2)[C:28]([CH3:36])([CH3:35])[CH2:27][CH2:26][N:25]3[CH:24]=1)=O>>[CH3:35][C:28]1([CH3:36])[C:29]2[C:34]3=[C:33]([C:23]([C:21]4[C:20](=[O:19])[NH:15][C:13](=[O:14])[C:12]=4[C:7]4[C:6]5[C:10](=[CH:11][C:3]([C:2]([F:16])([F:1])[F:17])=[CH:4][CH:5]=5)[NH:9][CH:8]=4)=[CH:24][N:25]3[CH2:26][CH2:27]1)[CH:32]=[CH:31][CH:30]=2. Reported procedure: Beginning with (6-(trifluoromethyl)indol-3-yl)acetamide and (6,6-dimethyl-5,6-dihydro-4H-pyrrolo[3,2,1-ij]quinolin-1-yl)oxoacetic acid methyl ester, the title compound was prepared essentially as described in Example 1. Reaction SMILES: [C:3](#[N:4])[CH2:5][CH2:6][n:7]1[c:8]2[cH:9][cH:10][cH:11][cH:12][c:13]2[c:14]2[c:15]3[c:16]([c:17]4[c:18]([c:19]12)[nH:20][c:21]1[cH:22][cH:23][cH:24][cH:25][c:26]41)[C:27](=[O:30])[NH:28][CH2:29]3.[CH3:31][I:32].[CH3:33][N:34]([CH3:35])[CH:36]=[O:37].[H-:1].[Na+:2]>>[C:3](#[N:4])[CH2:5][CH2:6][n:7]1[c:8]2[cH:9][cH:10][cH:11][cH:12][c:13]2[c:14]2[c:15]3[c:16]([c:17]4[c:18]([c:19]12)[n:20]([CH3:31])[c:21]1[cH:22][cH:23][cH:24][cH:25][c:26]41)[C:27](=[O:30])[NH:28][CH2:29]3. The reactants are N#CCCn1c2ccccc2c2c3c(c4c5ccccc5[nH]c4c21)C(=O)NC3, CI, CN(C)C=O, [H-], [Na+]. Yields the product Cn1c2ccccc2c2c3c(c4c5ccccc5n(CCC#N)c4c21)CNC3=O. Starting materials: ClC1=CC(=NC2=C(C=CC=C12)OC)C1=CC=CC=C1 (4-chloro-8-methoxy-2-phenyl-quinoline), NCC(CO)O ((RS)-3-amino-1,2-propandiol). Yields the product Cl.COC=1C=CC=C2C(=CC(=NC12)C1=CC=CC=C1)NCC(CO)O ((RS)-3-(8-Methoxy-2-phenyl-quinolin-4-ylamino)-propane-1,2-diol hydrochloride). RXN SMILES: [Cl:1][C:2]1[C:11]2[C:6](=[C:7]([O:12][CH3:13])[CH:8]=[CH:9][CH:10]=2)[N:5]=[C:4]([C:14]2[CH:19]=[CH:18][CH:17]=[CH:16][CH:15]=2)[CH:3]=1.[NH2:20][CH2:21][CH:22]([OH:25])[CH2:23][OH:24]>>[ClH:1].[CH3:13][O:12][C:7]1[CH:8]=[CH:9][CH:10]=[C:11]2[C:6]=1[N:5]=[C:4]([C:14]1[CH:19]=[CH:18][CH:17]=[CH:16][CH:15]=1)[CH:3]=[C:2]2[NH:20][CH2:21][CH:22]([OH:25])[CH2:23][OH:24] |f:2.3|. Procedure details: The title compound, m.p. 110-116° C., and MS: m/e=325.3 (M+H+), was prepared from 4-chloro-8-methoxy-2-phenyl-quinoline and (RS)-3-amino-1,2-propandiol. Reactants: C1OC=2C=C(CCN)C=CC2OC1 (3,4-ethylenedioxyphenethylamine), ClC=1C2=C(N=C(N1)C=1C=NC=CC1)SC=C2C (4-chloro-2-(pyridin-3-yl)-5-methyl-thieno-[2,3-d]-pyrimidine). Product: N1=CC(=CC=C1)C=1N=C(C2=C(N1)SC=C2C)NCCC2=CC1=C(C=C2)OCCO1 (2-(pyridin-3-yl)-4-(3,4-ethylenedioxyphenethylamino)-5-methyl-thieno-[2,3-d]-pyrimidine). Reaction SMILES: [CH2:1]1[CH2:13][O:12][C:11]2[CH:10]=[CH:9][C:5]([CH2:6][CH2:7][NH2:8])=[CH:4][C:3]=2[O:2]1.Cl[C:15]1[C:16]2[C:29]([CH3:30])=[CH:28][S:27][C:17]=2[N:18]=[C:19]([C:21]2[CH:22]=[N:23][CH:24]=[CH:25][CH:26]=2)[N:20]=1>>[N:23]1[CH:24]=[CH:25][CH:26]=[C:21]([C:19]2[N:20]=[C:15]([NH:8][CH2:7][CH2:6][C:5]3[CH:9]=[CH:10][C:11]4[O:12][CH2:13][CH2:1][O:2][C:3]=4[CH:4]=3)[C:16]3[C:29]([CH3:30])=[CH:28][S:27][C:17]=3[N:18]=2)[CH:22]=1. Reported procedure: With the procedure of Example 1, the reaction of 3,4-ethylenedioxyphenethylamine with 4-chloro-2-(pyridin-3-yl)-5-methyl-thieno-[2,3-d]-pyrimidine yields 2-(pyridin-3-yl)-4-(3,4-ethylenedioxyphenethylamino)-5-methyl-thieno-[2,3-d]-pyrimidine. Reactants: C(C)C1OC2=CC=C(C=C2CC1)NS(=O)(=O)C (N-(2-ethyl-3,4-dihydro-2H-chromen-6-yl)methanesulfonamide), C1CC(=O)N(C1=O)Br (NBS). Solvent: C(C)#N (ACN). Conditions: time 7 hour. Yields the product BrC=1C=C(C=C2CCC(OC12)CC)NS(=O)(=O)C (N-(8-bromo-2-ethyl-3,4-dihydro-2H-chromen-6-yl)methanesulfonamide). Yield: 47.1%. RXN SMILES: [CH2:1]([CH:3]1[CH2:12][CH2:11][C:10]2[C:5](=[CH:6][CH:7]=[C:8]([NH:13][S:14]([CH3:17])(=[O:16])=[O:15])[CH:9]=2)[O:4]1)[CH3:2].C1C(=O)N([Br:25])C(=O)C1>C(#N)C>[Br:25][C:6]1[CH:7]=[C:8]([NH:13][S:14]([CH3:17])(=[O:16])=[O:15])[CH:9]=[C:10]2[C:5]=1[O:4][CH:3]([CH2:1][CH3:2])[CH2:12][CH2:11]2. Procedure: To a solution of the title compound from Step 5 (170 mg, 0.667 mmol) in ACN (6 mL) was added NBS (156 mg, 0.867 mmol). The mixture was stirred for 7 h at rt. It was then extracted with DCM, dried over Na2SO4, filtered and concentrated under reduced pressure. The residue was purified with prep-TLC (PE/EA 3:1) to give the title compound (105 mg, 47%) as a gray solid. 1H NMR (400 MHz, CDCl3): δ 7.23 (d, J=2.4 Hz, 1H), 6.96 (d, J=2.4 Hz, 1H), 6.24 (s, 1H), 4.01-3.99 (m, 1H), 2.97 (s, 3H), 2.84-2.77 ... The reactants are ClC1=NC=CC(=N1)C=1C(=NN2C1C=CC(=C2)F)C=2C=C(C=CC2)NC(C2=C(C=CC=C2F)F)=O (N-{3-[3-(2-chloro-4-pyrimidinyl)-6-fluoropyrazolo[1,5-a]pyridin-2-yl]phenyl}-2,6-difluorobenzamide), CN(CCOC=1C=C(N)C=CC1)C (3-{[2-(dimethylamino)ethyl]oxy}aniline). The reagents and catalysts are Cl (hydrochloric acid). Run in C(C)(C)O (isopropanol). Yields the product CN(CCOC=1C=C(C=CC1)NC1=NC=CC(=N1)C=1C(=NN2C1C(=CC=C2)F)C=2C=C(C=CC2)NC(C2=C(C=CC=C2F)F)=O)C (N-[3-(3-{2-[(3-{[2-(dimethylamino)ethyl]oxy}phenyl)amino]-4-pyrimidinyl}-4-fluoropyrazolo[1,5-a]pyridin-2-yl)phenyl]-2,6-difluorobenzamide). The yield is 94.0%. As a reaction SMILES: Cl[C:2]1[N:7]=[C:6]([C:8]2[C:9]([C:18]3[CH:19]=[C:20]([NH:24][C:25](=[O:34])[C:26]4[C:31]([F:32])=[CH:30][CH:29]=[CH:28][C:27]=4[F:33])[CH:21]=[CH:22][CH:23]=3)=[N:10][N:11]3[CH:16]=[C:15]([F:17])[CH:14]=[CH:13][C:12]=23)[CH:5]=[CH:4][N:3]=1.[CH3:35][N:36]([CH3:47])[CH2:37][CH2:38][O:39][C:40]1[CH:41]=[C:42]([CH:44]=[CH:45][CH:46]=1)[NH2:43]>C(O)(C)C.Cl>[CH3:35][N:36]([CH3:47])[CH2:37][CH2:38][O:39][C:40]1[CH:41]=[C:42]([NH:43][C:2]2[N:7]=[C:6]([C:8]3[C:9]([C:18]4[CH:19]=[C:20]([NH:24][C:25](=[O:34])[C:26]5[C:27]([F:33])=[CH:28][CH:29]=[CH:30][C:31]=5[F:32])[CH:21]=[CH:22][CH:23]=4)=[N:10][N:11]4[CH:12]=[CH:13][CH:14]=[C:15]([F:17])[C:16]=34)[CH:5]=[CH:4][N:3]=2)[CH:44]=[CH:45][CH:46]=1. Procedure: To the solution of N-{3-[3-(2-chloro-4-pyrimidinyl)-6-fluoropyrazolo[1,5-a]pyridin-2-yl]phenyl}-2,6-difluorobenzamide (0.09 g) in isopropanol (5 mL) was added 3-{[2-(dimethylamino)ethyl]oxy}aniline (0.07 g) and 3 drops of concentrated hydrochloric acid. The reaction was microwaved in a sealed tube at 180° C. for 10 min. The isopropanol was removed by rotaevaporation and the residue was treated with sat. NaHCO3 (5 mL), extracted with EtOAc (2×5 mL), and dried (Na2SO4). Concentration and purificat... Reactants: [Br-], CC[Mg+], COC(=O)C=C1CCN(c2nc3ccc(Cl)cc3s2)CC1, I[Cu]I, C[Si](C)(C)OS(=O)(=O)C(F)(F)F, [Na+], C1CCOC1, O=C([O-])O. Yields the product CCC1(CC(=O)OC)CCN(c2nc3ccc(Cl)cc3s2)CC1. As a reaction SMILES: [Br-:1].[CH2:2]([CH3:3])[Mg+:4].[CH3:5][O:6][C:7]([CH:8]=[C:9]1[CH2:10][CH2:11][N:12]([c:15]2[s:16][c:17]3[c:18]([n:19]2)[cH:20][cH:21][c:22]([Cl:24])[cH:23]3)[CH2:13][CH2:14]1)=[O:25].[Cu:48]([I:49])[I:50].[F:26][C:27]([F:28])([F:29])[S:30]([O:31][Si:32]([CH3:33])([CH3:34])[CH3:35])(=[O:36])=[O:37].[Na+:38].[O:43]1[CH2:44][CH2:45][CH2:46][CH2:47]1.[OH:39][C:40](=[O:41])[O-:42]>>[CH2:2]([CH3:3])[C:9]1([CH2:8][C:7]([O:6][CH3:5])=[O:25])[CH2:10][CH2:11][N:12]([c:15]2[s:16][c:17]3[c:18]([n:19]2)[cH:20][cH:21][c:22]([Cl:24])[cH:23]3)[CH2:13][CH2:14]1. Starting materials: CC(=O)OI1(C=2C=CC=CC2C(=O)O1)(OC(=O)C)OC(=O)C (Dess-Martin periodinane), ClC1=CC=C2C=C(N(C2=C1)C1=CC(=CC=C1)F)CO ([6-chloro-1-(3-fluorophenyl)-1H-indol-2-yl]methanol). Isolated yield 9.6%. Conditions: time 2 hour. Reported procedure: Dess-Martin periodinane (1.3 g, 2.9 mmol) was added to a solution of [6-chloro-1-(3-fluorophenyl)-1H-indol-2-yl]methanol (0.53 g, 1.9 mmol) in methylene chloride (10 mL). The solution was stirred at room temperature for 2 hours. The reaction mixture was diluted with dichloromethane, washed with 1:1 aqueous saturated Na2S2O3 and NaHCO3. The organic layers were dried over MgSO4, concentrated and purified on silica gel (eluting with 0-20% EtOAc in hexane) to give the desired product (50 mg). LCMS c... As a reaction SMILES: CC(OI1(OC(C)=O)(OC(C)=O)OC(=O)C2C=CC=CC1=2)=O.[Cl:23][C:24]1[CH:32]=[C:31]2[C:27]([CH:28]=[C:29]([CH2:40][OH:41])[N:30]2[C:33]2[CH:38]=[CH:37][CH:36]=[C:35]([F:39])[CH:34]=2)=[CH:26][CH:25]=1>C(Cl)Cl>[Cl:23][C:24]1[CH:32]=[C:31]2[C:27]([CH:28]=[C:29]([CH:40]=[O:41])[N:30]2[C:33]2[CH:38]=[CH:37][CH:36]=[C:35]([F:39])[CH:34]=2)=[CH:26][CH:25]=1. Solvent: C(Cl)Cl (methylene chloride), ClCCl (dichloromethane). The product is ClC1=CC=C2C=C(N(C2=C1)C1=CC(=CC=C1)F)C=O (6-Chloro-1-(3-fluorophenyl)-1H-indole-2-carbaldehyde).